From a dataset of the Open Reaction Database (ORD), a public repository of structured organic reaction records. describe an organic reaction: reactants, conditions, products, and yield Starting materials: ClC1=CC=NC(=C1C=O)N1N=CC2=C(C=C3CCCCN23)C1=O (4-Chloro-2-(1-oxo-6,7,8,9-tetrahydropyridazino[4,5-b]indolizin-2(1H)-yl)nicotinaldehyde), CN1C(C(=CC(=C1)B1OC(C(O1)(C)C)(C)C)NC1=NC=C(C=C1)N1[C@H](CN(CC1)C1COC1)C)=O ((S)-1-methyl-3-(5-(2-methyl-4-(oxetan-3-yl)piperazin-1-yl)pyridin-2-ylamino)-5-(4,4,5,5-tetramethyl-1,3,2-dioxaborolan-2-yl)pyridin-2(1H)-one), C(C)(=O)[O-].[Na+] (sodium acetate), [O-]P(=O)([O-])[O-].[K+].[K+].[K+] (K3PO4). The reagents and catalysts are C1=CC=C(C=C1)P([C-]2C=CC=C2)C3=CC=CC=C3.C1=CC=C(C=C1)P([C-]2C=CC=C2)C3=CC=CC=C3.Cl[Pd]Cl.[Fe+2] (PdCl2(dppf)). Run in O (water), C(C)#N (acetonitrile). Run at temperature 100 celsius. Product: CN1C=C(C=C(C1=O)NC1=NC=C(C=C1)N1[C@H](CN(CC1)C1COC1)C)C1=CC=NC(=C1C=O)N1N=CC2=C(C=C3CCCCN23)C1=O ((S)-4-(1-Methyl-5-(5-(2-methyl-4-(oxetan-3-yl)piperazin-1-yl)-pyridin-2-yl-amino)-6-oxo-1,6-dihydropyridin-3-yl)-2-(1-oxo-6,7,8,9 tetrahydro-pyridazino[4,5-b]indolizin-2(1H)-yl)nicotinaldehyde). The yield is 53.0%. As a reaction SMILES: Cl[C:2]1[C:7]([CH:8]=[O:9])=[C:6]([N:10]2[C:22](=[O:23])[C:14]3[CH:15]=[C:16]4[N:21]([C:13]=3[CH:12]=[N:11]2)[CH2:20][CH2:19][CH2:18][CH2:17]4)[N:5]=[CH:4][CH:3]=1.[CH3:24][N:25]1[CH:30]=[C:29](B2OC(C)(C)C(C)(C)O2)[CH:28]=[C:27]([NH:40][C:41]2[CH:46]=[CH:45][C:44]([N:47]3[CH2:52][CH2:51][N:50]([CH:53]4[CH2:56][O:55][CH2:54]4)[CH2:49][C@@H:48]3[CH3:57])=[CH:43][N:42]=2)[C:26]1=[O:58].C([O-])(=O)C.[Na+].[O-]P([O-])([O-])=O.[K+].[K+].[K+]>C1C=CC(P(C2C=CC=CC=2)[C-]2C=CC=C2)=CC=1.C1C=CC(P(C2C=CC=CC=2)[C-]2C=CC=C2)=CC=1.Cl[Pd]Cl.[Fe+2].O.C(#N)C>[CH3:24][N:25]1[C:26](=[O:58])[C:27]([NH:40][C:41]2[CH:46]=[CH:45][C:44]([N:47]3[CH2:52][CH2:51][N:50]([CH:53]4[CH2:54][O:55][CH2:56]4)[CH2:49][C@@H:48]3[CH3:57])=[CH:43][N:42]=2)=[CH:28][C:29]([C:2]2[C:7]([CH:8]=[O:9])=[C:6]([N:10]3[C:22](=[O:23])[C:14]4[CH:15]=[C:16]5[N:21]([C:13]=4[CH:12]=[N:11]3)[CH2:20][CH2:19][CH2:18][CH2:17]5)[N:5]=[CH:4][CH:3]=2)=[CH:30]1 |f:2.3,4.5.6.7,8.9.10.11|. Procedure details: A 100-mL round-bottomed flask equipped with a reflux condenser was charged with 193f (200 mg, 0.61 mmol), 191j (293 mg, 0.60 mmol), sodium acetate (98 mg, 1.2 mmol), K3PO4 (254 mg, 1.2 mmol), PdCl2(dppf) (50 mg, 0.060 mmol), acetonitrile (25 mL), and water (1 mL). After bubbling nitrogen through the mixture for 30 minutes, it was heated at 100° C. for 3 hours. The mixture was cooled to room temperature and filtered. The filtrate was concentrated under reduced pressure and the residue was purifie... The reactants are N1(CCCC1)C(=O)Cl (1-pyrrolidinecarbonyl chloride), [H-].[Na+] (sodium hydride), oil, FC1=C(C=C(C(=C1)F)[N+](=O)[O-])O (2,4-difluoro-5-nitrophenol). Solvent: O1CCCC1 (tetrahydrofuran), C(C)(=O)OCC (ethyl acetate). Run at time 4 hour. Yields the product N1(CCCC1)C(=O)OC1=C(C=C(C(=C1)[N+](=O)[O-])F)F ((2,4-difluoro-5-nitrophenyl) 1-pyrrolidinecarboxylate). Yield: 67.8%. RXN SMILES: [H-].[Na+].[F:3][C:4]1[CH:9]=[C:8]([F:10])[C:7]([N+:11]([O-:13])=[O:12])=[CH:6][C:5]=1[OH:14].[N:15]1([C:20](Cl)=[O:21])[CH2:19][CH2:18][CH2:17][CH2:16]1>O1CCCC1.C(OCC)(=O)C>[N:15]1([C:20]([O:14][C:5]2[CH:6]=[C:7]([N+:11]([O-:13])=[O:12])[C:8]([F:10])=[CH:9][C:4]=2[F:3])=[O:21])[CH2:19][CH2:18][CH2:17][CH2:16]1 |f:0.1|. Procedure details: To a stirred, cold (0° C.) mixture of 1.74 g of sodium hydride (0.072 mole, 2.9 g of a 60% oil suspension) and 7.0 g (0.039 mole) of 2,4-difluoro-5-nitrophenol in 100 mL of tetrahydrofuran was added 6.4 g (0.048 mole) of 1-pyrrolidinecarbonyl chloride. The reaction mixture was allowed to warm to room temperature and was stirred for four hours. The mixture was diluted with ethyl acetate and was washed with an aqueous 10% hydrochloric acid solution. The organic phase was dried over anhydrous magne... The reactants are COC1=C(C=CC2=CC=CC=C12)B1OC(C(O1)(C)C)(C)C (2-(1-methoxy-naphthalen-2-yl)-4,4,5,5-tetramethyl-[1,3,2]dioxaborolane), ClC=1C=C(N=NC1)CN1C(=NC=C1)C (5-chloro-3-(2-methyl-imidazol-1-yl-methyl)-pyridazine). The product is COC1=C(C=CC2=CC=CC=C12)C=1C=C(N=NC1)CN1C(=NC=C1)C (5-(1-Methoxy-naphthalen-2-yl)-3-(2-methyl-imidazol-1-yl-methyl)-pyridazine). As a reaction SMILES: [CH3:1][O:2][C:3]1[C:12]2[C:7](=[CH:8][CH:9]=[CH:10][CH:11]=2)[CH:6]=[CH:5][C:4]=1B1OC(C)(C)C(C)(C)O1.Cl[C:23]1[CH:24]=[C:25]([CH2:29][N:30]2[CH:34]=[CH:33][N:32]=[C:31]2[CH3:35])[N:26]=[N:27][CH:28]=1>>[CH3:1][O:2][C:3]1[C:12]2[C:7](=[CH:8][CH:9]=[CH:10][CH:11]=2)[CH:6]=[CH:5][C:4]=1[C:23]1[CH:24]=[C:25]([CH2:29][N:30]2[CH:34]=[CH:33][N:32]=[C:31]2[CH3:35])[N:26]=[N:27][CH:28]=1. Procedure: The title compound, MS: m/e=331.4 (M+H+), was prepared from 2-(1-methoxy-naphthalen-2-yl)-4,4,5,5-tetramethyl-[1,3,2]dioxaborolane and 5-chloro-3-(2-methyl-imidazol-1-yl-methyl)-pyridazine.